This data is from the Open Reaction Database (ORD), a public repository of structured organic reaction records. The task is: describe an organic reaction: reactants, conditions, products, and yield Starting materials: C1CCNC1, CN(C)c1ccncc1, Cc1cnc(N)s1, C1CCOC1. The product is Cc1cnc(NC(=O)N2CCCC2)s1. As a reaction SMILES: [CH2:8]1[CH2:9][CH2:10][NH:11][CH2:12]1.[CH3:18][N:19]([CH3:20])[c:21]1[cH:22][cH:23][n:24][cH:25][cH:26]1.[CH3:1][c:2]1[cH:3][n:4][c:5]([NH2:7])[s:6]1.[O:13]1[CH2:14][CH2:17][CH2:16][CH2:15]1>>[CH3:1][c:2]1[cH:3][n:4][c:5]([NH:7][C:14]([N:11]2[CH2:10][CH2:9][CH2:8][CH2:12]2)=[O:13])[s:6]1. Starting materials: COc1cccc(-c2ocnc2C(=O)O)c1, CC(F)(F)c1ccc(Cn2ccc(N)n2)o1. Product: COc1cccc(-c2ocnc2C(=O)Nc2ccn(Cc3ccc(C(C)(F)F)o3)n2)c1. As a reaction SMILES: [CH3:17][O:18][c:19]1[cH:20][c:21](-[c:25]2[c:26]([C:30](=[O:31])[OH:32])[n:27][cH:28][o:29]2)[cH:22][cH:23][cH:24]1.[F:1][C:2]([CH3:3])([F:4])[c:5]1[cH:6][cH:7][c:8]([CH2:10][n:11]2[n:12][c:13]([NH2:16])[cH:14][cH:15]2)[o:9]1>>[F:1][C:2]([CH3:3])([F:4])[c:5]1[cH:6][cH:7][c:8]([CH2:10][n:11]2[n:12][c:13]([NH:16][C:30]([c:26]3[c:25](-[c:21]4[cH:20][c:19]([O:18][CH3:17])[cH:24][cH:23][cH:22]4)[o:29][cH:28][n:27]3)=[O:31])[cH:14][cH:15]2)[o:9]1. The reactants are ClC1=CC=C(C=C1)C(C1=CNC2=C(C=CC=C12)CSC)C1=CC=C(C=C1)OC (3-[(4-Chlorophenyl)(4-methoxyphenyl)methyl]-7-[(methylsulfanyl)methyl]-1H-indole), ClC1=CC=C(C=C1)C(C1=CNC2=C(C=CC=C12)CS(=O)(=O)C)C1=CC=C(C=C1)Cl (3-[Bis(4-chlorophenyl)methyl]-7-[(methylsulfonyl)methyl]-1H-indole). Yields the product ClC1=CC=C(C=C1)C(C1=CNC2=C(C=CC=C12)CS(=O)(=O)C)C1=CC=C(C=C1)OC (3-[(4-Chlorophenyl)(4-methoxyphenyl)methyl]-7-[(methylsulfonyl)methyl]-1H-indole). Reaction SMILES: ClC1C=CC(C(C2C=C[C:24]([O:27]C)=CC=2)C2C3C(=C(CSC)C=CC=3)NC=2)=CC=1.[Cl:29][C:30]1[CH:35]=[CH:34][C:33]([CH:36]([C:51]2[CH:56]=[CH:55][C:54](Cl)=[CH:53][CH:52]=2)[C:37]2[C:45]3[C:40](=[C:41]([CH2:46][S:47]([CH3:50])(=[O:49])=[O:48])[CH:42]=[CH:43][CH:44]=3)[NH:39][CH:38]=2)=[CH:32][CH:31]=1>>[Cl:29][C:30]1[CH:35]=[CH:34][C:33]([CH:36]([C:51]2[CH:56]=[CH:55][C:54]([O:27][CH3:24])=[CH:53][CH:52]=2)[C:37]2[C:45]3[C:40](=[C:41]([CH2:46][S:47]([CH3:50])(=[O:49])=[O:48])[CH:42]=[CH:43][CH:44]=3)[NH:39][CH:38]=2)=[CH:32][CH:31]=1. Reported procedure: The title compound was prepared starting from 150 mg (0.37 mmol) of the compound from Example 282 in analogy to the synthesis of the compound from Example 312. 130 mg (80% of theory) of the target compound were obtained. Reactants: C1CCOC1, [Li+], [OH-], O, COC(=O)Cc1ccc(O)cc1OCC(F)(F)F. The product is O=C(O)Cc1ccc(O)cc1OCC(F)(F)F. As a reaction SMILES: [CH2:22]1[O:23][CH2:24][CH2:25][CH2:26]1.[Li+:21].[OH-:20].[OH2:19].[OH:1][c:2]1[cH:3][c:4]([O:13][CH2:14][C:15]([F:16])([F:17])[F:18])[c:5]([CH2:8][C:9](=[O:10])[O:11][CH3:12])[cH:6][cH:7]1>>[OH:1][c:2]1[cH:3][c:4]([O:13][CH2:14][C:15]([F:16])([F:17])[F:18])[c:5]([CH2:8][C:9](=[O:10])[OH:11])[cH:6][cH:7]1. RXN SMILES: [Br:23][C:24]([Br:25])([Br:26])[Br:27].[CH3:47][C:48]#[N:49].[OH:1][CH:2]1[CH2:3][CH:4]2[N:5]([C:6](=[O:21])[N:7]([c:9]3[cH:10][cH:11][c:12]([O:15][CH2:16][C:17]([F:18])([F:19])[F:20])[cH:13][cH:14]3)[CH2:8]2)[CH2:22]1.[c:28]1([P:29]([c:30]2[cH:31][cH:32][cH:33][cH:34][cH:35]2)[c:36]2[cH:37][cH:38][cH:39][cH:40][cH:41]2)[cH:42][cH:43][cH:44][cH:45][cH:46]1>>[CH:2]1([Br:23])[CH2:3][CH:4]2[N:5]([C:6](=[O:21])[N:7]([c:9]3[cH:10][cH:11][c:12]([O:15][CH2:16][C:17]([F:18])([F:19])[F:20])[cH:13][cH:14]3)[CH2:8]2)[CH2:22]1. Yields the product O=C1N(c2ccc(OCC(F)(F)F)cc2)CC2CC(Br)CN12. The reactants are BrC(Br)(Br)Br, CC#N, O=C1N(c2ccc(OCC(F)(F)F)cc2)CC2CC(O)CN12, c1ccc(P(c2ccccc2)c2ccccc2)cc1. Reactants: CCOC(=O)C1CCS(=O)(=O)N1Cc1cccc(CN(Cc2c(Cl)ccc(OC)c2F)C(CN(C)C)CC(C)(C)C)c1, CO, [Li+], C1CCOC1, [OH-], O. Product: COc1ccc(Cl)c(CN(Cc2cccc(CN3C(C(=O)O)CCS3(=O)=O)c2)C(CN(C)C)CC(C)(C)C)c1F. As a reaction SMILES: [CH2:1]([CH3:2])[O:3][C:4](=[O:5])[CH:6]1[N:7]([CH2:13][c:14]2[cH:15][c:16]([CH2:20][N:21]([CH:22]([CH2:23][C:24]([CH3:25])([CH3:26])[CH3:27])[CH2:28][N:29]([CH3:30])[CH3:31])[CH2:32][c:33]3[c:34]([F:42])[c:35]([O:40][CH3:41])[cH:36][cH:37][c:38]3[Cl:39])[cH:17][cH:18][cH:19]2)[S:8](=[O:11])(=[O:12])[CH2:9][CH2:10]1.[CH3:46][OH:47].[Li+:44].[O:48]1[CH2:49][CH2:50][CH2:51][CH2:52]1.[OH-:45].[OH2:43]>>[O:3]=[C:4]([OH:5])[CH:6]1[N:7]([CH2:13][c:14]2[cH:15][c:16]([CH2:20][N:21]([CH:22]([CH2:23][C:24]([CH3:25])([CH3:26])[CH3:27])[CH2:28][N:29]([CH3:30])[CH3:31])[CH2:32][c:33]3[c:34]([F:42])[c:35]([O:40][CH3:41])[cH:36][cH:37][c:38]3[Cl:39])[cH:17][cH:18][cH:19]2)[S:8](=[O:11])(=[O:12])[CH2:9][CH2:10]1.